The task is: describe an organic reaction: reactants, conditions, products, and yield. This data is from the Open Reaction Database (ORD), a public repository of structured organic reaction records. Starting materials: C(C1=CC=CC=C1)OC=1C=C(C(=O)O)C=CC1C (3-benzyloxy-4-methyl-benzoic acid), S(=O)(Cl)Cl (thionyl chloride). Run at temperature 79 celsius, time 4 hour. Product: C(C1=CC=CC=C1)OC=1C=C(C(=O)Cl)C=CC1C (3-benzyloxy-4-methyl-benzoyl chloride). Reaction SMILES: [CH2:1]([O:8][C:9]1[CH:10]=[C:11]([CH:15]=[CH:16][C:17]=1[CH3:18])[C:12](O)=[O:13])[C:2]1[CH:7]=[CH:6][CH:5]=[CH:4][CH:3]=1.S(Cl)([Cl:21])=O>>[CH2:1]([O:8][C:9]1[CH:10]=[C:11]([CH:15]=[CH:16][C:17]=1[CH3:18])[C:12]([Cl:21])=[O:13])[C:2]1[CH:7]=[CH:6][CH:5]=[CH:4][CH:3]=1. Procedure: K2CO3 (18.1 g, 131.2 mmol) was added to a stirred solution of 3-hydroxy-4-methyl-benzoic acid (5 g, 33 mmol) in DMF (50 mL) followed by benzyl bromide (11.8 g, 69 mmol) and the resulting mixture was stirred at room temperature overnight. The reaction mixture was filtered, the filterate was diluted with water and extracted with EtOAc. The organic layer was collected, dried over sodium sulfate and concentrated under reduced pressure to afford 11.3 g (crude) of 3-benzyloxy-4-methyl-benzoic acid ben... Product: NC=1C=C(C=C(C1)Cl)NC(CN(C)C)=O (N-(3-Amino-5-chloro-phenyl)-2-dimethylamino-acetamide). RXN SMILES: [Cl:1][C:2]1[CH:3]=[C:4]([NH2:9])[CH:5]=[C:6]([NH2:8])[CH:7]=1.C(Cl)CCl.C1C=CC2N([OH:23])N=NC=2C=1.[CH3:24][CH2:25][N:26]([CH:30](C)C)[CH:27](C)C>C(Cl)Cl>[NH2:8][C:6]1[CH:5]=[C:4]([NH:9][C:24](=[O:23])[CH2:25][N:26]([CH3:30])[CH3:27])[CH:3]=[C:2]([Cl:1])[CH:7]=1. The solvent is C(Cl)Cl (CH2Cl2). Conditions: time 8 hour. Procedure: To a solution of 5-chloro-benzene-1,3-diamine (3 g, 21 mmol) and dimethylamino-AcOH (2.2 g, 21 mmol) in CH2Cl2 (300 mL) was added EDC (5 g, 25 mmol), HOBt (2.9 g, 21 mmol), and DIEA (5 mL). The reaction mixture was stirred at RT overnight. Solvent was removed in vacuo and the residue was purified through flash chromatography on silica gel (0-8% MeOH in EtOAc) to give the desired compound. Reactants: ClC=1C=C(C=C(C1)N)N (5-chloro-benzene-1,3-diamine), dimethylamino-AcOH, C(CCl)Cl (EDC), C=1C=CC2=C(C1)N=NN2O (HOBt), CCN(C(C)C)C(C)C (DIEA). RXN SMILES: [CH2:1]([c:2]1[cH:3][cH:4][cH:5][cH:6][cH:7]1)[N:8]1[CH:9]([c:30]2[cH:31][cH:32][cH:33][cH:34][cH:35]2)[CH:10]([O:14][CH2:15][c:16]2[cH:17][c:18]([C:26]([F:27])([F:28])[F:29])[cH:19][c:20]([C:22]([F:23])([F:24])[F:25])[cH:21]2)[O:11][CH2:12][CH2:13]1.[CH3:39][CH2:40][OH:41].[H:37][H:38].[OH2:36]>>[NH:8]1[CH:9]([c:30]2[cH:31][cH:32][cH:33][cH:34][cH:35]2)[CH:10]([O:14][CH2:15][c:16]2[cH:17][c:18]([C:26]([F:27])([F:28])[F:29])[cH:19][c:20]([C:22]([F:23])([F:24])[F:25])[cH:21]2)[O:11][CH2:12][CH2:13]1. Product: FC(F)(F)c1cc(COC2OCCNC2c2ccccc2)cc(C(F)(F)F)c1. Reactants: FC(F)(F)c1cc(COC2OCCN(Cc3ccccc3)C2c2ccccc2)cc(C(F)(F)F)c1, CCO, [H][H], O. Reactants: CC(=O)OC(C)=O, ClCCl, Cc1cn2cccc(O)c2n1, c1ccncc1. The product is CC(=O)Oc1cccn2cc(C)nc12. Reaction SMILES: [CH3:12][C:13](=[O:14])[O:15][C:16](=[O:17])[CH3:18].[Cl:25][CH2:26][Cl:27].[OH:1][c:2]1[c:3]2[n:4]([cH:5][cH:6][cH:7]1)[cH:8][c:9]([CH3:11])[n:10]2.[cH:19]1[cH:20][cH:21][n:22][cH:23][cH:24]1>>[O:1]([c:2]1[c:3]2[n:4]([cH:5][cH:6][cH:7]1)[cH:8][c:9]([CH3:11])[n:10]2)[C:13]([CH3:12])=[O:14]. The reactants are CCO, O=C(O)C(=Cc1ccccc1)CC(=O)N1CCC2CCCCC2C1. The product is O=C(O)C(CC(=O)N1CCC2CCCCC2C1)Cc1ccccc1. As a reaction SMILES: [CH3:25][CH2:26][OH:27].[CH:1]([c:2]1[cH:3][cH:4][cH:5][cH:6][cH:7]1)=[C:8]([C:9](=[O:10])[OH:11])[CH2:12][C:13](=[O:14])[N:15]1[CH2:16][CH:17]2[CH2:18][CH2:19][CH2:20][CH2:21][CH:22]2[CH2:23][CH2:24]1>>[CH2:1]([c:2]1[cH:3][cH:4][cH:5][cH:6][cH:7]1)[CH:8]([C:9](=[O:10])[OH:11])[CH2:12][C:13](=[O:14])[N:15]1[CH2:16][CH:17]2[CH2:18][CH2:19][CH2:20][CH2:21][CH:22]2[CH2:23][CH2:24]1.